This data is from the Open Reaction Database (ORD), a public repository of structured organic reaction records. The task is: describe an organic reaction: reactants, conditions, products, and yield Starting materials: CC(C=O)(CO)CCC (2-methyl-2-propyl-3-hydroxypropanal), O (water), CC(C=O)(CO)CCC (2-methyl-2-propyl-3-hydroxypropanal). Run in CO (methanol). Product: CC(C=O)CCC (2-methylpentanal), CC(C=O)(CO)CCC (2-methyl-2-propyl-3-hydroxypropanal), CC(CO)(CO)CCC (2-methyl-2-propyl-propane-1,3-diol). Reaction SMILES: [CH3:1][C:2]([CH2:7][CH2:8][CH3:9])([CH2:5][OH:6])[CH:3]=[O:4].O>CO>[CH3:1][CH:2]([CH2:7][CH2:8][CH3:9])[CH:3]=[O:4].[CH3:1][C:2]([CH2:7][CH2:8][CH3:9])([CH2:5][OH:6])[CH:3]=[O:4].[CH3:1][C:2]([CH2:7][CH2:8][CH3:9])([CH2:5][OH:6])[CH2:3][OH:4]. Procedure details: Using the method described in Example 1(b), one part per hour of a 72 percent strength by weight aqueous solution of 2-methyl-2-propyl-3-hydroxypropanal is hydrogenated, over the catalyst prepared as described in Example 1(a), at 130° C. and 30 bar, with a throughput of 0.36 part of 2-methyl-2-propyl-3-hydroxypropanal per liter of catalyst per hour. The conversion is 89.5 percent. The hydrogenated material is fractionated through a packed column. After first runnings of water and small amounts o... Starting materials: [O-]S(=O)(=O)[O-].[Mg+2] (MgSO4), [OH-].[Na+] (NaOH), NC1CCC2=C(N(C1=O)C1=CC=C(C=C1)Br)C=CC=C2 (3-Amino-1-(4-bromophenyl)-1,3,4,5-tetrahydro-benzo[b]azepin-2-one), trans-1,2-cyclohexyldiamine, [NH4+].[Cl-] (NH4Cl), [NH4+].[Cl-] (NH4Cl), CC(C)(C)OC(=O)OC(=O)OC(C)(C)C ((Boc)2O), residue, BrC1=CC=C(C=C1)I (4-bromo-1-iodobenzene), C1(=CC=CC=C1)C=O (PhCHO), C(=O)([O-])[O-].[K+].[K+] (K2CO3). Reagents/catalysts: [Cu]I (CuI). The solvent is O (H2O), CC#N (CH3CN), CCN(CC)CC (Et3N), C(Cl)Cl (CH2Cl2), O1CCOCC1 (1,4-dioxane). Run at time 1 day. The product is IC1=CC=C(C=C1)N1C(C(CCC2=C1C=CC=C2)NC(OC(C)(C)C)=O)=O (tert-butyl 1-(4-iodophenyl)-2-oxo-2,3,4,5-tetrahydro-1H-1-benzazepin-3-ylcarbamate). Isolated yield 100.0%. As a reaction SMILES: [NH2:1][CH:2]1[C:8](=[O:9])[N:7]([C:10]2[CH:15]=[CH:14][C:13](Br)=[CH:12][CH:11]=2)[C:6]2[CH:17]=[CH:18][CH:19]=[CH:20][C:5]=2[CH2:4][CH2:3]1.C1(C=O)C=CC=CC=1.[O-]S([O-])(=O)=O.[Mg+2].BrC1C=CC([I:42])=CC=1.C([O-])([O-])=O.[K+].[K+].[NH4+].[Cl-].[CH3:51][C:52]([O:55][C:56]([O:58]C(OC(C)(C)C)=O)=O)([CH3:54])[CH3:53].[OH-].[Na+]>C(Cl)Cl.O1CCOCC1.O.[Cu]I.CC#N.CCN(CC)CC>[I:42][C:13]1[CH:14]=[CH:15][C:10]([N:7]2[C:6]3[CH:17]=[CH:18][CH:19]=[CH:20][C:5]=3[CH2:4][CH2:3][CH:2]([NH:1][C:56](=[O:58])[O:55][C:52]([CH3:54])([CH3:53])[CH3:51])[C:8]2=[O:9])=[CH:11][CH:12]=1 |f:2.3,5.6.7,8.9,11.12|. Procedure details: Part A. 2-Bromo-3,4-dihydro-2H-naphthalen-1-one oxime: α-Tetralone: (31.25 g, 0.214 mol) was stirred in MeOH (300 mL). Br2 (11.02 mL, 1.0 eq) was added dropwise during a 1.5 h-period. LC-MS showed completion of the reaction after the addition. NH2OH.HCl (38.10 g, 2.6 eq) was added to the above stirred solution, followed by the addition of H2O (35 mL). The resulting mixture was stirred at RT O/N. LC-MS showed completion of the reaction. H2O (155 mL) was added. The mixture was stirred at RT for 5 ... The reactants are Cl (hydrochloric acid), C(C)(C)(C)C1=CC=C2SC=3C=C(C=CC3C(C2=C1)=O)C#N (7-tert.butyl-3-cyanothioxanthone), [N-]=[N+]=[N-].[Na+] (sodium azide), [Cl-].[NH4+] (ammonium chloride). Solvent: CN(C=O)C (dimethylformamide). Product: C(C)(C)(C)C1=CC=C2SC=3C=C(C=CC3C(C2=C1)=O)C1=NN=NN1 (7-tert.butyl-3-(5-tetrazolyl)thioxanthone). RXN SMILES: [C:1]([C:5]1[CH:18]=[C:17]2[C:8]([S:9][C:10]3[CH:11]=[C:12]([C:20]#[N:21])[CH:13]=[CH:14][C:15]=3[C:16]2=[O:19])=[CH:7][CH:6]=1)([CH3:4])([CH3:3])[CH3:2].[N-:22]=[N+:23]=[N-:24].[Na+].[Cl-].[NH4+].Cl>CN(C)C=O>[C:1]([C:5]1[CH:18]=[C:17]2[C:8]([S:9][C:10]3[CH:11]=[C:12]([C:20]4[NH:24][N:23]=[N:22][N:21]=4)[CH:13]=[CH:14][C:15]=3[C:16]2=[O:19])=[CH:7][CH:6]=1)([CH3:4])([CH3:2])[CH3:3] |f:1.2,3.4|. Reported procedure: A mixture of 7-tert.butyl-3-cyanothioxanthone (1.25g), sodium azide (0.31g), ammonium chloride (0.25g) and dimethylformamide (15ml) was heated at 125°- 130° C for 4 hr., cooled, and poured into dilute hydrochloric acid. The yellow precipitated product was filtered off and recrystallised from dimethylformamide to yield 7-tert.butyl-3-(5-tetrazolyl)thioxanthone, m.p. 277° C. with decomposition. Found: C 64.33%; H 5.11%; N 16.68%. C18H16O4OS requires C 64.27%; H 4.80%; N 16.66%.